From a dataset of the Open Reaction Database (ORD), a public repository of structured organic reaction records. describe an organic reaction: reactants, conditions, products, and yield Starting materials: BrC(C(=O)C1=C2CCC(NC2=C(C=C1)OC)=O)CC (5-(α-bromobutyryl)-8-methoxy-3,4-dihydrocarbostyril), N1CCOCC1 (morpholine), C([O-])(O)=O.[Na+] (sodium bicarbonate). Run in C1=CC=CC=C1 (benzene), O (water). The product is O1CCN(CC1)C(C(=O)C1=C2CCC(NC2=C(C=C1)O)=O)C (5-(α-morpholinopropionyl)-8-hydroxy-3,4-dihydrocarbostyril). Reaction SMILES: Br[CH:2]([CH2:18]C)[C:3]([C:5]1[CH:14]=[CH:13][C:12]([O:15]C)=[C:11]2[C:6]=1[CH2:7][CH2:8][C:9](=[O:17])[NH:10]2)=[O:4].[NH:20]1[CH2:25][CH2:24][O:23][CH2:22][CH2:21]1.C(=O)(O)[O-].[Na+]>C1C=CC=CC=1.O>[O:23]1[CH2:24][CH2:25][N:20]([CH:2]([CH3:18])[C:3]([C:5]2[CH:14]=[CH:13][C:12]([OH:15])=[C:11]3[C:6]=2[CH2:7][CH2:8][C:9](=[O:17])[NH:10]3)=[O:4])[CH2:21][CH2:22]1 |f:2.3|. Procedure: 5 g of 5-(α-bromopropionyl)-8-hydroxy-3,4-dihydrocarbostyril (IV) was suspended in 30 ml of benzene, and 4.2 ml of morpholine (III) was added to the suspension followed by allowing the mixture to react for 4 hours while heating under refluxing. The reaction mixture was filtered and the filtrate was washed with water followed by concentration under reduced pressure to remove any remaining water. The resulting residue was dissolved in 50 ml of isopropanol, and the solution was adjusted to a pH of ... Reported procedure: 10 parts of cyclobutylcarboxylic acid chloride in tetrahydrofuran is hydrogenated over 10% palladium on carbon catalyst, to provide cyclobutylcarboxaldehyde. 25 parts of triphenylphosphoranylidene-2-propanone and 6.3 parts of the cyclobutylcarboxaldehyde in 60 parts by volume of benzene under nitrogen are refluxed for 8 hours. The solvent is removed by evaporation under reduced pressure to provide 4-cyclobutyl-3-buten-2-one. Reactants: C1(CCC1)C(=O)Cl (cyclobutylcarboxylic acid chloride), C1(=CC=CC=C1)P(C1=CC=CC=C1)(C1=CC=CC=C1)=CC(C)=O (triphenylphosphoranylidene-2-propanone), C1=CC=CC=C1 (benzene). Reagents/catalysts: [Pd] (palladium on carbon). Run in O1CCCC1 (tetrahydrofuran). Product: C1(CCC1)C=CC(C)=O (4-cyclobutyl-3-buten-2-one). As a reaction SMILES: [CH:1]1([C:5](Cl)=O)[CH2:4][CH2:3][CH2:2]1.C1(P(=[CH:27][C:28](=[O:30])[CH3:29])(C2C=CC=CC=2)C2C=CC=CC=2)C=CC=CC=1.C1C=CC=CC=1>O1CCCC1.[Pd]>[CH:1]1([CH:5]=[CH:27][C:28](=[O:30])[CH3:29])[CH2:2][CH2:3][CH2:4]1.